Dataset: the Open Reaction Database (ORD), a public repository of structured organic reaction records. Task: describe an organic reaction: reactants, conditions, products, and yield Starting materials: COC1=C(C=C(C=O)C=C1)C1=CC=2C(CCC(C2C=C1C)(C)C)(C)C (4-methoxy-3-(3,5,5,8,8-pentamethyl-5,6,7,8-tetrahydro-naphthalen-2-yl) benzaldehyde), N1=C(C=CC=C1)CCN1C(SCC1=O)=O (3-(2-pyridin-2-yl-ethyl)-thiazolidine-2,4-dione). The product is COC1=C(C=C(C=C2C(N(C(S2)=O)CCC2=NC=CC=C2)=O)C=C1)C1=CC=2C(CCC(C2C=C1C)(C)C)(C)C (5-[4-Methoxy-3-(3,5,5,8,8-pentamethyl-5,6,7,8-tetrahydro-naphthalen-2-yl)-benzylidene]-3-(2-pyridin-2-yl-ethyl)-thiazolidine-2,4-dione). As a reaction SMILES: [CH3:1][O:2][C:3]1[CH:10]=[CH:9][C:6]([CH:7]=O)=[CH:5][C:4]=1[C:11]1[C:20]([CH3:21])=[CH:19][C:18]2[C:17]([CH3:23])([CH3:22])[CH2:16][CH2:15][C:14]([CH3:25])([CH3:24])[C:13]=2[CH:12]=1.[N:26]1[CH:31]=[CH:30][CH:29]=[CH:28][C:27]=1[CH2:32][CH2:33][N:34]1[C:38](=[O:39])[CH2:37][S:36][C:35]1=[O:40]>>[CH3:1][O:2][C:3]1[CH:10]=[CH:9][C:6]([CH:7]=[C:37]2[S:36][C:35](=[O:40])[N:34]([CH2:33][CH2:32][C:27]3[CH:28]=[CH:29][CH:30]=[CH:31][N:26]=3)[C:38]2=[O:39])=[CH:5][C:4]=1[C:11]1[C:20]([CH3:21])=[CH:19][C:18]2[C:17]([CH3:23])([CH3:22])[CH2:16][CH2:15][C:14]([CH3:25])([CH3:24])[C:13]=2[CH:12]=1. Reported procedure: 5-[4-Methoxy-3-(3,5,5,8,8-pentamethyl-5,6,7,8-tetrahydro-naphthalen-2-yl)-benzylidene]-3-(2-pyridin-2-yl-ethyl)-thiazolidine-2,4-dione was prepared in a similar manner as described in Example 1 using 4-methoxy-3-(3,5,5,8,8-pentamethyl-5,6,7,8-tetrahydro-naphthalen-2-yl) benzaldehyde and 3-(2-pyridin-2-yl-ethyl)-thiazolidine-2,4-dione, mp 170–171° C., 1H NMR (300 MHz; DMSO-d6) 1.23 (s, 6 H); 1.28 (s, 6 H); 1.65 (s, 4 H); 2.02 (s, 3 H); 3.04 (t, J=7.1 Hz, 2 H); 3.81 (s, 3 H); 3.99 (t, J=7.1 Hz, 2 ... The reactants are S1C(=CC=C1)C1NCCC1 ((RS)-2-thien-2-yl-pyrrolidine), ClC1=CC=C(C=C1)S(=O)(=O)Cl (4-chloro-benzenesulfonyl chloride). Yields the product ClC1=CC=C(C=C1)S(=O)(=O)N1C(CCC1)C=1SC=CC1 ((RS)-1-(4-Chloro-benzenesulfonyl)-2-thien-2-yl-pyrrolidine). As a reaction SMILES: [S:1]1[CH:5]=[CH:4][CH:3]=[C:2]1[CH:6]1[CH2:10][CH2:9][CH2:8][NH:7]1.[Cl:11][C:12]1[CH:17]=[CH:16][C:15]([S:18](Cl)(=[O:20])=[O:19])=[CH:14][CH:13]=1>>[Cl:11][C:12]1[CH:17]=[CH:16][C:15]([S:18]([N:7]2[CH2:8][CH2:9][CH2:10][CH:6]2[C:2]2[S:1][CH:5]=[CH:4][CH:3]=2)(=[O:20])=[O:19])=[CH:14][CH:13]=1. Procedure: The title compound, white solid, m.p. 84° C. and MS: m/e=328.1 (M+H+) was prepared in accordance with the general method of example 1e from (RS)-2-thien-2-yl-pyrrolidine and 4-chloro-benzenesulfonyl chloride. Yields the product COC1=C(C(=O)NC=2C=C(C(=O)N)C=C(C2)NC(C2=C(C=CC=C2)OC)=O)C=CC=C1 (3,5-bis(2'-methoxybenzamido)-benzamide). Starting materials: NC=1C=C(C(=O)N)C=C(C1)N (3,5-diaminobenzamide), COC1=C(C(=O)Cl)C=CC=C1 (2-methoxybenzoylchloride). Procedure details: By the procedure similar to that described in Example 12, 3,5-diaminobenzamide was condensed with 2-methoxybenzoylchloride to obtain 3,5-bis(2'-methoxybenzamido)-benzamide having a melting point between 226° - 227°C. As a reaction SMILES: [NH2:1][C:2]1[CH:3]=[C:4]([CH:8]=[C:9]([NH2:11])[CH:10]=1)[C:5]([NH2:7])=[O:6].[CH3:12][O:13][C:14]1[CH:22]=[CH:21][CH:20]=[CH:19][C:15]=1[C:16](Cl)=[O:17]>>[CH3:12][O:13][C:14]1[CH:22]=[CH:21][CH:20]=[CH:19][C:15]=1[C:16]([NH:1][C:2]1[CH:3]=[C:4]([CH:8]=[C:9]([NH:11][C:16](=[O:17])[C:15]2[CH:19]=[CH:20][CH:21]=[CH:22][C:14]=2[O:13][CH3:12])[CH:10]=1)[C:5]([NH2:7])=[O:6])=[O:17]. Starting materials: CC(C)(C)OC(=O)Nc1cccc(OCCCN(Cc2cccc(C(F)(F)F)c2Cl)CC(c2ccccc2)c2ccccc2)c1, CS(C)=O, COC(=O)CBr, [H-], [Na+], CN(C)C=O, O. Yields the product COC(=O)CN(C(=O)OC(C)(C)C)c1cccc(OCCCN(Cc2cccc(C(F)(F)F)c2Cl)CC(c2ccccc2)c2ccccc2)c1. Reaction SMILES: [C:7]([CH3:8])([CH3:9])([CH3:10])[O:11][C:12]([NH:13][c:14]1[cH:15][c:16]([O:20][CH2:21][CH2:22][CH2:23][N:24]([CH2:25][CH:26]([c:27]2[cH:28][cH:29][cH:30][cH:31][cH:32]2)[c:33]2[cH:34][cH:35][cH:36][cH:37][cH:38]2)[CH2:39][c:40]2[c:41]([Cl:50])[c:42]([C:46]([F:47])([F:48])[F:49])[cH:43][cH:44][cH:45]2)[cH:17][cH:18][cH:19]1)=[O:51].[CH3:3][S:4]([CH3:5])=[O:6].[CH3:52][O:53][C:54]([CH2:55][Br:56])=[O:57].[H-:1].[Na+:2].[O:58]=[CH:59][N:60]([CH3:61])[CH3:62].[OH2:63]>>[C:7]([CH3:8])([CH3:9])([CH3:10])[O:11][C:12]([N:13]([c:14]1[cH:15][c:16]([O:20][CH2:21][CH2:22][CH2:23][N:24]([CH2:25][CH:26]([c:27]2[cH:28][cH:29][cH:30][cH:31][cH:32]2)[c:33]2[cH:34][cH:35][cH:36][cH:37][cH:38]2)[CH2:39][c:40]2[c:41]([Cl:50])[c:42]([C:46]([F:47])([F:48])[F:49])[cH:43][cH:44][cH:45]2)[cH:17][cH:18][cH:19]1)[CH2:55][C:54]([O:53][CH3:52])=[O:57])=[O:51]. Reactants: C(#N)C1=CC(=NC=C1)C(=O)O (4-cyano-pyridine-2-carboxylic acid), Br.Br.Br.C(C)C=1C(=CC(=C(C1)O)F)C1=CC=C2C(=NNC2=C1)C1=NC2=C(CCNCC2)N1 (5-ethyl-2-fluoro-4-[3-(1,4,5,6,7,8-hexahydro-imidazo[4,5-d]azepin-2-yl)-1H-indazol-6-yl]-phenol trihydrobromide salt). The product is C(C)C1=C(C=C(C(=C1)O)F)C1=CC=C2C(=NNC2=C1)C1=NC2=C(CCN(CC2)C(=O)C=2C=C(C#N)C=CN2)N1 (2-{2-[6-(2-Ethyl-5-fluoro-4-hydroxy-phenyl)-1H-indazol-3-yl]-4,5,7,8-tetrahydro-1H-imidazo[4,5-d]azepine-6-carbonyl}-isonicotinonitrile). Isolated yield 15.6%. RXN SMILES: [C:1]([C:3]1[CH:8]=[CH:7][N:6]=[C:5]([C:9]([OH:11])=O)[CH:4]=1)#[N:2].Br.Br.Br.[CH2:15]([C:17]1[C:18]([C:25]2[CH:33]=[C:32]3[C:28]([C:29]([C:34]4[NH:43][C:37]5[CH2:38][CH2:39][NH:40][CH2:41][CH2:42][C:36]=5[N:35]=4)=[N:30][NH:31]3)=[CH:27][CH:26]=2)=[CH:19][C:20]([F:24])=[C:21]([OH:23])[CH:22]=1)[CH3:16]>>[CH2:15]([C:17]1[CH:22]=[C:21]([OH:23])[C:20]([F:24])=[CH:19][C:18]=1[C:25]1[CH:33]=[C:32]2[C:28]([C:29]([C:34]3[NH:43][C:37]4[CH2:38][CH2:39][N:40]([C:9]([C:5]5[CH:4]=[C:3]([CH:8]=[CH:7][N:6]=5)[C:1]#[N:2])=[O:11])[CH2:41][CH2:42][C:36]=4[N:35]=3)=[N:30][NH:31]2)=[CH:27][CH:26]=1)[CH3:16] |f:1.2.3.4|. Procedure details: The title compound was prepared from 4-cyano-pyridine-2-carboxylic acid (12.5 mg, 85 μmol) and 5-ethyl-2-fluoro-4-[3-(1,4,5,6,7,8-hexahydro-imidazo[4,5-d]azepin-2-yl)-1H-indazol-6-yl]-phenol trihydrobromide salt (Preparation 32, 50 mg, 80 μmol) using the method of Example 8. The crude material was purified by HPLC Method B to afford 6.5 mg of the title compound. The reactants are C(#N)C=1C=C2C(=C(C(C2=CC1)=CC1=CC=C(C=C1)S(=O)C)C)CC(=O)[O-].[Na+] (sodium 5-cyano-2-methyl-1-(p-methylsulfinylbenzylidene)-3-indenylacetate), C(C1=CC=CC=C1)(C1=CC=CC=C1)(C1=CC=CC=C1)Br (trityl bromide). The solvent is C1=CC=CC=C1 (benzene). Run at time 5 hour. The product is C(#N)C=1C=C2C(=C(C(C2=CC1)=CC1=CC=C(C=C1)S(=O)C)C)CC(=O)OC(C1=CC=CC=C1)(C1=CC=CC=C1)C1=CC=CC=C1 (trityl 5-cyano-2-methyl-1-(p-methylsulfinylbenzylidene)-3-indenylacetate). Reaction SMILES: [C:1]([C:3]1[CH:4]=[C:5]2[C:9](=[CH:10][CH:11]=1)[C:8](=[CH:12][C:13]1[CH:18]=[CH:17][C:16]([S:19]([CH3:21])=[O:20])=[CH:15][CH:14]=1)[C:7]([CH3:22])=[C:6]2[CH2:23][C:24]([O-:26])=[O:25])#[N:2].[Na+].[C:28](Br)([C:41]1[CH:46]=[CH:45][CH:44]=[CH:43][CH:42]=1)([C:35]1[CH:40]=[CH:39][CH:38]=[CH:37][CH:36]=1)[C:29]1[CH:34]=[CH:33][CH:32]=[CH:31][CH:30]=1>C1C=CC=CC=1>[C:1]([C:3]1[CH:4]=[C:5]2[C:9](=[CH:10][CH:11]=1)[C:8](=[CH:12][C:13]1[CH:18]=[CH:17][C:16]([S:19]([CH3:21])=[O:20])=[CH:15][CH:14]=1)[C:7]([CH3:22])=[C:6]2[CH2:23][C:24]([O:26][C:28]([C:29]1[CH:34]=[CH:33][CH:32]=[CH:31][CH:30]=1)([C:41]1[CH:42]=[CH:43][CH:44]=[CH:45][CH:46]=1)[C:35]1[CH:36]=[CH:37][CH:38]=[CH:39][CH:40]=1)=[O:25])#[N:2] |f:0.1|. Procedure: A mixture of .06 mole of sodium 5-cyano-2-methyl-1-(p-methylsulfinylbenzylidene)-3-indenylacetate and 0.05 mole of trityl bromide in 100 ml. anhydrous benzene is refluxed with rapid stirring under nitrogen for 5 hours. The hot reaction mixture is filtered and the filtrate is concentrated in vacuo. The residue is recrystallized from methyl ethyl ketone to give trityl 5-cyano-2-methyl-1-(p-methylsulfinylbenzylidene)-3-indenylacetate. Reactants: C(C1=CC=CC=C1)OC1=C(C=CC=C1)C(=O)C=O (2-benzyloxyphenylglyoxal), CC(CC1=C(C(=C(C=C1)OC)OC)OC)N (α-methyl-2,3,4-trimethoxyphenethylamine), O.C(C1=CC=CC=C1)OC1=C(C=CC=C1)C(=O)C=O (2-benzyloxyphenylglyoxal hydrate). Solvent: CS(=O)C (dimethylsulfoxide), CS(=O)C (dimethylsulfoxide), CS(=O)C (dimethylsulfoxide). Reaction conditions: temperature 20 celsius, time 2 hour. The product is CC(CC1=C(C(=C(C=C1)OC)OC)OC)N=C(C(=O)C1=CC=CC=C1)OCC1=CC=CC=C1 (α-(α-methyl-2,3,4-trimethoxyphenethylimino)-2-benzyloxyacetophenone). As a reaction SMILES: O.[CH2:2]([O:9][C:10]1[CH:15]=[CH:14][CH:13]=[CH:12][C:11]=1[C:16]([CH:18]=O)=O)[C:3]1[CH:8]=[CH:7][CH:6]=[CH:5][CH:4]=1.[CH3:20][CH:21]([NH2:35])[CH2:22][C:23]1[CH:28]=[CH:27][C:26]([O:29][CH3:30])=[C:25]([O:31][CH3:32])[C:24]=1[O:33][CH3:34].C([O:43]C1C=CC=CC=1C(C=O)=O)C1C=CC=CC=1>CS(C)=O>[CH3:20][CH:21]([N:35]=[C:10]([O:9][CH2:2][C:3]1[CH:4]=[CH:5][CH:6]=[CH:7][CH:8]=1)[C:15]([C:14]1[CH:13]=[CH:12][CH:11]=[CH:16][CH:18]=1)=[O:43])[CH2:22][C:23]1[CH:28]=[CH:27][C:26]([O:29][CH3:30])=[C:25]([O:31][CH3:32])[C:24]=1[O:33][CH3:34] |f:0.1|. Reported procedure: 10.3 g of 2-benzyloxyphenylglyoxal hydrate are dissolved in 5 ml of dimethylsulfoxide. 7.6 g of α-methyl-2,3,4-trimethoxyphenethylamine are dissolved in 6 ml of dimethylsulfoxide, and the solution is added to the 2-benzyloxyphenylglyoxal solution under ice-cooling. The mixture is stirred at 20° C. for 2 hours, whereby a solution of α-(α-methyl-2,3,4-trimethoxyphenethylimino)-2-benzyloxyacetophenone in dimethylsulfoxide is obtained. Starting materials: O (water), [Na] (Sodium), Cl.N12CCC(C(CC1)CC2)=NO (1-azabicyclo[3.2.2]nonan-4-one oxime hydrochloride), [Na] (sodium). Solvent: C(CCCC)O (amyl alcohol). Yields the product Cl.NC1CCN2CCC1CC2 (4-amino-1-azabicyclo[3.2.2]nonane hydrochloride). RXN SMILES: [Na].[ClH:2].[N:3]12[CH2:11][CH2:10][CH:7]([CH2:8][CH2:9]1)[C:6](=[N:12]O)[CH2:5][CH2:4]2.O>C(O)CCCC>[ClH:2].[NH2:12][CH:6]1[CH:7]2[CH2:10][CH2:11][N:3]([CH2:9][CH2:8]2)[CH2:4][CH2:5]1 |f:1.2,5.6,^1:0|. Reported procedure: Sodium (5.6 g) was added portionwise to a suspension of 1-azabicyclo[3.2.2]nonan-4-one oxime hydrochloride (D1) (2.8 g) in amyl alcohol (100 ml) which was heated under reflux. After all the sodium had reacted, the mixture was cooled to 50° and water (20 ml) was added carefully. The aqueous phase was separated and the amyl alcohol was extracted with 5N hydrochloric acid (2×15 ml). The combined acid extract was washed with diethyl ether and the solvent evaporated in vacuo to give 4-amino-1-azabicy...